From a dataset of the Open Reaction Database (ORD), a public repository of structured organic reaction records. describe an organic reaction: reactants, conditions, products, and yield Starting materials: OC1=C(C=O)C=CC(=C1)C (2-hydroxy-4-methylbenzaldehyde), C([O-])([O-])=O.[K+].[K+] (potassium carbonate), COCCCOS(=O)(=O)C1=CC=C(C=C1)C (toluene-4-sulfonic acid 3-methoxy-propyl ester). Solvent: CN(C)C=O (DMF). Product: COCCCOC1=C(C=O)C=CC(=C1)C (2-(3-Methoxy-propoxy)-4-methyl-benzaldehyde), S(=O)(=O)([O-])C1=CC=C(C)C=C1 (tosylate). Isolated yield 30.0%. As a reaction SMILES: [OH:1][C:2]1[CH:9]=[C:8]([CH3:10])[CH:7]=[CH:6][C:3]=1[CH:4]=[O:5].C(=O)([O-])[O-].[K+].[K+].[CH3:17][O:18][CH2:19][CH2:20][CH2:21][O:22][S:23]([C:26]1[CH:31]=[CH:30][C:29]([CH3:32])=[CH:28][CH:27]=1)(=[O:25])=[O:24]>CN(C=O)C>[CH3:17][O:18][CH2:19][CH2:20][CH2:21][O:1][C:2]1[CH:9]=[C:8]([CH3:10])[CH:7]=[CH:6][C:3]=1[CH:4]=[O:5].[S:23]([C:26]1[CH:31]=[CH:30][C:29]([CH3:32])=[CH:28][CH:27]=1)([O-:25])(=[O:24])=[O:22] |f:1.2.3|. Procedure details: A solution of 2-hydroxy-4-methylbenzaldehyde (3 g, 21.6 mmol), potassium carbonate (14.9 g, 107.8 mmol) and the title A compound, toluene-4-sulfonic acid 3-methoxy-propyl ester (8.07 g, 32.4 mmol) in DMF (50 mL) is stirred at 50° C. for 3 h. The solvent is concentrated under reduced pressure, H2O is added, and the aqueous layer extracted twice with ethyl acetate. The combined organic extracts are dried over anhydrous sodium sulfate and concentrated under reduced pressure to afford the title comp... The reactants are [C@@H]1([C@H](O)[C@H](O)[C@@H](CO)O1)N1C(=O)NC(=O)C=C1 (uridine), C(CCC)[Sn](CCCC)=O (dibutyl tin oxide), C(CCC)[C@@]1([C@@H](O[C@@H]([C@H]1OCCCC)C(O)=[SnH2])N1C(=O)NC(=O)C=C1)O (2',3'-O-dibutylstannyleneuridine), BrCCCCC=C (6-bromohexene), [I-].[Na+] (sodium iodide). Yields the product C(=CCCCC)O[C@H]1[C@@H](O[C@@H]([C@H]1O)CO)N1C(=O)NC(=O)C=C1 (2'-O-Hexenyluridine). Reaction SMILES: [C@@H:1]1([N:10]2[CH:17]=[CH:16][C:14](=[O:15])[NH:13][C:11]2=[O:12])[O:9][C@H:6]([CH2:7][OH:8])[C@@H:4]([OH:5])[C@H:2]1[OH:3].C([Sn](=O)CCCC)CCC.[CH2:28]([C@@:32]1(O)[C@H:36](OCCCC)[C@@H:35]([C:42](=[SnH2])O)O[C@H]1N1C=CC(=O)NC1=O)[CH2:29]CC.BrCCCCC=C.[I-].[Na+]>>[CH:29]([O:3][C@@H:2]1[C@H:4]([OH:5])[C@@H:6]([CH2:7][OH:8])[O:9][C@H:1]1[N:10]1[CH:17]=[CH:16][C:14](=[O:15])[NH:13][C:11]1=[O:12])=[CH:28][CH2:32][CH2:36][CH2:35][CH3:42] |f:4.5|. Reported procedure: As per the procedure of Example 49, uridine (10.5 g) was treated with dibutyl tin oxide (10.5 g, 1 eq). The resulting 2',3'-O-dibutylstannyleneuridine was treated with 6-bromohexene (3.5 ml, 1.2 eq.) and sodium iodide (3.3 g, 1.o eq.) at 115° C. as per Example 50 to give the 2' and 3' isomers (3.3 g) as a foam. Starting materials: C1CCOC1, COC(=O)C(CNC(=O)c1cc(F)cc(F)c1)NC(=O)c1sc(NC(=O)Cc2cccc(O)c2)nc1C, Cl, [Li+], [OH-], O, O. As a reaction SMILES: [CH2:42]1[O:43][CH2:44][CH2:45][CH2:46]1.[CH3:1][O:2][C:3]([CH:4]([CH2:5][NH:6][C:7]([c:8]1[cH:9][c:10]([F:15])[cH:11][c:12]([F:14])[cH:13]1)=[O:16])[NH:17][C:18](=[O:19])[c:20]1[c:21]([CH3:36])[n:22][c:23]([NH:25][C:26]([CH2:27][c:28]2[cH:29][c:30]([OH:34])[cH:31][cH:32][cH:33]2)=[O:35])[s:24]1)=[O:37].[ClH:41].[Li+:40].[OH-:39].[OH2:38].[OH2:47]>>[O:2]=[C:3]([CH:4]([CH2:5][NH:6][C:7]([c:8]1[cH:9][c:10]([F:15])[cH:11][c:12]([F:14])[cH:13]1)=[O:16])[NH:17][C:18](=[O:19])[c:20]1[c:21]([CH3:36])[n:22][c:23]([NH:25][C:26]([CH2:27][c:28]2[cH:29][c:30]([OH:34])[cH:31][cH:32][cH:33]2)=[O:35])[s:24]1)[OH:37]. The product is Cc1nc(NC(=O)Cc2cccc(O)c2)sc1C(=O)NC(CNC(=O)c1cc(F)cc(F)c1)C(=O)O. The reactants are CC1CC(CCC1)(C(=O)OCC)C#N (ethyl 3-methyl-1-cyanocyclohexanecarboxylate), [OH-].[K+] (potassium hydroxide). Product: C(#N)C1(CC(CCC1)C)C(=O)O (1-cyano-3-methylcyclohexanecarboxylic acid). Reaction SMILES: [CH3:1][CH:2]1[CH2:7][CH2:6][CH2:5][C:4]([C:13]#[N:14])([C:8]([O:10]CC)=[O:9])[CH2:3]1.[OH-].[K+]>>[C:13]([C:4]1([C:8]([OH:10])=[O:9])[CH2:5][CH2:6][CH2:7][CH:2]([CH3:1])[CH2:3]1)#[N:14] |f:1.2|. Procedure: This ester is hydrolyzed by heating with ethanolic potassium hydroxide solution. Neutralization, extraction with methyl tert.-butyl ether and distillative removal of the solvent gives 1-cyano-3-methylcyclohexanecarboxylic acid. Reactants: CS(=O)(=O)n1cc(C2CCN(S(=O)(=O)Cl)CC2)c2cc(C#N)ccc21, O=C(O)C(O)C(O)C(=O)O, O=C(O)C1CCCCN1, O=S(=O)(Cl)Cl. The product is CS(=O)(=O)n1cc(C2CCN(S(=O)(=O)N3CCCCC3C(=O)O)CC2)c2cc(C#N)ccc21. As a reaction SMILES: [C:1](#[N:2])[c:3]1[cH:4][c:5]2[c:6]([CH:16]3[CH2:17][CH2:18][N:19]([S:22](=[O:23])(=[O:24])[Cl:25])[CH2:20][CH2:21]3)[cH:7][n:8]([S:12](=[O:13])(=[O:14])[CH3:15])[c:9]2[cH:10][cH:11]1.[C:31]([CH:32]([CH:33]([C:34]([OH:35])=[O:36])[OH:37])[OH:38])([OH:39])=[O:40].[NH:41]1[CH:42]([C:43](=[O:44])[OH:45])[CH2:46][CH2:47][CH2:48][CH2:49]1.[S:26]([Cl:27])([Cl:28])(=[O:29])=[O:30]>>[C:1](#[N:2])[c:3]1[cH:4][c:5]2[c:6]([CH:16]3[CH2:17][CH2:18][N:19]([S:22](=[O:23])(=[O:24])[N:41]4[CH:42]([C:43](=[O:44])[OH:45])[CH2:46][CH2:47][CH2:48][CH2:49]4)[CH2:20][CH2:21]3)[cH:7][n:8]([S:12](=[O:13])(=[O:14])[CH3:15])[c:9]2[cH:10][cH:11]1. Reactants: CO, Cl, Cc1ccc(SCCC(N)CC(=O)O)cc1, C1COCCO1. Product: COC(=O)CC(N)CCSc1ccc(C)cc1. As a reaction SMILES: [CH3:24][OH:25].[ClH:17].[NH2:1][CH:2]([CH2:3][C:4](=[O:5])[OH:6])[CH2:7][CH2:8][S:9][c:10]1[cH:11][cH:12][c:13]([CH3:16])[cH:14][cH:15]1.[O:18]1[CH2:19][CH2:23][O:22][CH2:21][CH2:20]1>>[NH2:1][CH:2]([CH2:3][C:4](=[O:5])[O:6][CH3:19])[CH2:7][CH2:8][S:9][c:10]1[cH:11][cH:12][c:13]([CH3:16])[cH:14][cH:15]1. Starting materials: [OH-].[Na+] (sodium hydroxide), [OH-].[Na+] (NaOH), ClC1=CC(=C(C=C1)C1=NNC(=C1)O)F (3-(4-chloro-2-fluorophenyl)-5-hydroxy-1H-pyrazole), ClC(F)F (chlorodifluoromethane). Run in O (water), O (water), O1CCOCC1 (dioxane). Reaction conditions: time 6 hour. The product is ClC1=CC(=C(C=C1)C1=NNC(=C1)OC(F)F)F (3-(4-Chloro-2-fluorophenyl)-5-difluoromethoxy-1H-pyrazole). Yield: 14.7%. RXN SMILES: [Cl:1][C:2]1[CH:7]=[CH:6][C:5]([C:8]2[CH:12]=[C:11]([OH:13])[NH:10][N:9]=2)=[C:4]([F:14])[CH:3]=1.[OH-].[Na+].Cl[CH:18]([F:20])[F:19]>O1CCOCC1.O>[Cl:1][C:2]1[CH:7]=[CH:6][C:5]([C:8]2[CH:12]=[C:11]([O:13][CH:18]([F:20])[F:19])[NH:10][N:9]=2)=[C:4]([F:14])[CH:3]=1 |f:1.2|. Reported procedure: 64 g of the 3-(4-chloro-2-fluorophenyl)-5-hydroxy-1H-pyrazole obtained in step 1.1 were initially charged in 600 ml of dioxane. A solution of 24 g of sodium hydroxide in 70 ml of water was added, and the mixture was heated at reflux. With stirring, 238.7 g (2.76 mol, 9.2 eq.) of gaseous chlorodifluoromethane were added, and during the addition the pH was monitored constantly and, when it approached the neutral range (pH<9), increased by addition of additional NaOH solution to about pH 12. After ...